This data is from the Open Reaction Database (ORD), a public repository of structured organic reaction records. The task is: describe an organic reaction: reactants, conditions, products, and yield The reactants are CCCCCCCCC1(C(=O)O)SCCCS1, CCCCCCCCBr, C[Si](C)(C)[N-][Si](C)(C)C, CSc1ccc2ncccc2c1N, [Na+], O=C(O)C1SCCCS1. Product: CCCCCCCCC1(C(=O)Nc2c(SC)ccc3ncccc23)SCCCS1. RXN SMILES: [CH2:14]([CH2:15][CH2:16][CH2:17][CH2:18][CH2:19][CH2:20][CH3:21])[C:22]1([C:28](=[O:29])[OH:30])[S:23][CH2:24][CH2:25][CH2:26][S:27]1.[CH2:50]([Br:51])[CH2:52][CH2:53][CH2:54][CH2:55][CH2:56][CH2:57][CH3:58].[CH3:40][Si:41]([CH3:42])([CH3:43])[N-:44][Si:45]([CH3:46])([CH3:47])[CH3:48].[NH2:1][c:2]1[c:3]2[cH:4][cH:5][cH:6][n:7][c:8]2[cH:9][cH:10][c:11]1[S:12][CH3:13].[Na+:49].[S:31]1[CH2:32][CH2:33][CH2:34][S:35][CH:36]1[C:37]([OH:38])=[O:39]>>[NH:1]([c:2]1[c:3]2[cH:4][cH:5][cH:6][n:7][c:8]2[cH:9][cH:10][c:11]1[S:12][CH3:13])[C:28]([C:22]1([CH2:14][CH2:15][CH2:16][CH2:17][CH2:18][CH2:19][CH2:20][CH3:21])[S:23][CH2:24][CH2:25][CH2:26][S:27]1)=[O:29].